This data is from the Open Reaction Database (ORD), a public repository of structured organic reaction records. The task is: describe an organic reaction: reactants, conditions, products, and yield Starting materials: CN1C(=NC=C1)C(=O)NNC(=O)OC(C)(C)C (t-butyl 2-[(1-methyl-1H-imidazol-2-yl)carbonyl]hydrazinecarboxylate), Cl (hydrochloric acid). Run in O1CCOCC1 (1,4-dioxane), O1CCOCC1 (dioxane). Reaction conditions: time 48 hour. Yields the product CN1C(=NC=C1)C(=O)NN (1-Methyl-1H-imidazole-2-carbohydrazide). As a reaction SMILES: [CH3:1][N:2]1[CH:6]=[CH:5][N:4]=[C:3]1[C:7]([NH:9][NH:10]C(OC(C)(C)C)=O)=[O:8].Cl>O1CCOCC1>[CH3:1][N:2]1[CH:6]=[CH:5][N:4]=[C:3]1[C:7]([NH:9][NH2:10])=[O:8]. Reported procedure: To a solution of t-butyl 2-[(1-methyl-1H-imidazol-2-yl)carbonyl]hydrazinecarboxylate (I45) (143 mg, 0.595 mmol) in 1,4-dioxane (1.5 ml) stirred under argon at room temp was added a solution of hydrochloric acid (4 M) in dioxane (2.232 ml, 8.93 mmol). The reaction mixture was stirred at RT for 48 hr, then evaporated in vacuo and the residue added to an SCX column and eluted with dichloromethane (100 ml) followed by 5% MeOH/DCM (50 ml), 10% MeOH/DCM (30 ml), and 2M NH3/MeOH (50 ml) to afford the r... Starting materials: N(O)=C(C)C1=CC=2SC3=CC=CC=C3OC2C=C1 (2-(1-Hydroximinoethyl)phenoxathiin), B.N1=CC=CC=C1 (pyridine-borane), Cl (hydrogen chloride). The solvent is C(C)O (ethanol). Run at temperature 0 celsius, time 20 minute. Product: N(O)C(C)C1=CC=2SC3=CC=CC=C3OC2C=C1 (2-(1-Hydroxaminoethyl)phenoxathiin). Yield: 89.9%. As a reaction SMILES: [N:1](=[C:3]([C:5]1[CH:18]=[CH:17][C:16]2[O:15][C:14]3[C:9](=[CH:10][CH:11]=[CH:12][CH:13]=3)[S:8][C:7]=2[CH:6]=1)[CH3:4])[OH:2].B.N1C=CC=CC=1.Cl>C(O)C>[NH:1]([CH:3]([C:5]1[CH:18]=[CH:17][C:16]2[O:15][C:14]3[C:9](=[CH:10][CH:11]=[CH:12][CH:13]=3)[S:8][C:7]=2[CH:6]=1)[CH3:4])[OH:2] |f:1.2|. Reported procedure: The oxime from Step 1 (450 mg, 1.75 mmol) was suspended in ethanol (9 mL) and, at 0° C., there was added pyridine-borane (325 mg, 3.5 mmol) and 4M ethanolic hydrogen chloride (HCl) (1.33 mL, 5.32 mmol). The mixture was stirred at 0° C. for 20 minutes, then at room temperature for 1 hour. The ethanol was evaporated and the residue partitioned between water and ether. The aqueous portion was basified with 1N aqueous sodium hydroxide and extracted twice with ether. Drying of the ether and evaporati... The product is CC1=CC(=NC=C1)OC=1C=C2C[C@H](CC2=CC1)NS(=O)(=O)C(C)C (N-{(2S)-5-[(4-methyl-2-pyridinyl)oxy]-2,3-dihydro-1H-inden-2-yl}-2-propanesulfonamide). Run in CS(=O)C (dimethyl sulfoxide). The reagents and catalysts are [Cu]I (copper(I) iodide). RXN SMILES: [OH:1][C:2]1[CH:3]=[C:4]2[C:8](=[CH:9][CH:10]=1)[CH2:7][C@H:6]([NH:11][S:12]([CH:15]([CH3:17])[CH3:16])(=[O:14])=[O:13])[CH2:5]2.Br[C:19]1[CH:24]=[C:23]([CH3:25])[CH:22]=[CH:21][N:20]=1.C([O-])([O-])=O.[Cs+].[Cs+].CN(C)CC(O)=O>CS(C)=O.[Cu]I>[CH3:25][C:23]1[CH:22]=[CH:21][N:20]=[C:19]([O:1][C:2]2[CH:3]=[C:4]3[C:8](=[CH:9][CH:10]=2)[CH2:7][C@H:6]([NH:11][S:12]([CH:15]([CH3:17])[CH3:16])(=[O:14])=[O:13])[CH2:5]3)[CH:24]=1 |f:2.3.4|. Procedure: N-[(2S)-5-hydroxy-2,3-dihydro-1H-inden-2-yl]-2-propanesulfonamide (50 mg, 0.196 mmol, Description 3), copper(I) iodide (41.0 mg, 0.215 mmol), 2-bromo-4-methylpyridine (0.022 ml, 0.196 mmol), Cs2CO3 (191 mg, 0.587 mmol) and N,N-dimethylglycine (24.23 mg, 0.235 mmol) in dimethyl sulfoxide (2 ml) were heated under microwave conditions for 30 minutes at 190° C. The reaction mixture was partitioned between EtOAc (10 ml) and water (10 ml). Aqueous was further extracted with DCM (10 ml). The organic so... Reactants: OC=1C=C2C[C@H](CC2=CC1)NS(=O)(=O)C(C)C (N-[(2S)-5-hydroxy-2,3-dihydro-1H-inden-2-yl]-2-propanesulfonamide), BrC1=NC=CC(=C1)C (2-bromo-4-methylpyridine), C(=O)([O-])[O-].[Cs+].[Cs+] (Cs2CO3), CN(CC(=O)O)C (N,N-dimethylglycine). The reactants are CN1C(=O)CCC2(C)C1=CCC1C2CCC2(C)C(C(=O)O)CCC12, NC(c1ccccc1)c1ccc(Cl)cc1. RXN SMILES: [CH3:1][N:2]1[C:3]2=[CH:4][CH2:5][CH:6]3[CH:7]4[CH2:8][CH2:9][CH:10]([C:22](=[O:23])[OH:24])[C:11]4([CH3:12])[CH2:13][CH2:14][CH:15]3[C:16]2([CH3:21])[CH2:17][CH2:18][C:19]1=[O:20].[Cl:25][c:26]1[cH:27][cH:28][c:29]([CH:32]([c:33]2[cH:34][cH:35][cH:36][cH:37][cH:38]2)[NH2:39])[cH:30][cH:31]1>>[CH3:1][N:2]1[C:3]2=[CH:4][CH2:5][CH:6]3[CH:7]4[CH2:8][CH2:9][CH:10]([C:22](=[O:23])[NH:39][CH:32]([c:29]5[cH:28][cH:27][c:26]([Cl:25])[cH:31][cH:30]5)[c:33]5[cH:34][cH:35][cH:36][cH:37][cH:38]5)[C:11]4([CH3:12])[CH2:13][CH2:14][CH:15]3[C:16]2([CH3:21])[CH2:17][CH2:18][C:19]1=[O:20]. Product: CN1C(=O)CCC2(C)C1=CCC1C2CCC2(C)C(C(=O)NC(c3ccccc3)c3ccc(Cl)cc3)CCC12. Reactants: Cl, FC(F)(F)c1ccc(CBr)cc1, [H-], [Na+], C1CCOC1, COc1ccc(-c2cccc(CC(=O)O)c2)cc1C(C)=NO. Yields the product COc1ccc(-c2cccc(CC(=O)O)c2)cc1C(C)=NOCc1ccc(C(F)(F)F)cc1. RXN SMILES: [ClH:37].[F:23][C:24]([c:25]1[cH:26][cH:27][c:28]([CH2:29][Br:30])[cH:31][cH:32]1)([F:33])[F:34].[H-:35].[Na+:36].[O:38]1[CH2:39][CH2:40][CH2:41][CH2:42]1.[OH:1][N:2]=[C:3]([CH3:4])[c:5]1[cH:6][c:7](-[c:13]2[cH:14][c:15]([CH2:19][C:20](=[O:21])[OH:22])[cH:16][cH:17][cH:18]2)[cH:8][cH:9][c:10]1[O:11][CH3:12]>>[O:1]([N:2]=[C:3]([CH3:4])[c:5]1[cH:6][c:7](-[c:13]2[cH:14][c:15]([CH2:19][C:20](=[O:21])[OH:22])[cH:16][cH:17][cH:18]2)[cH:8][cH:9][c:10]1[O:11][CH3:12])[CH2:29][c:28]1[cH:27][cH:26][c:25]([C:24]([F:23])([F:33])[F:34])[cH:32][cH:31]1. Reactants: C[C@H]1C[C@H]2[C@@H]3C[C@@H](C4=CC(=O)C=C[C@@]4([C@]3([C@H](C[C@@]2([C@]1(C(=O)COC(=O)C)OC(=O)C)C)O)F)C)F (diflorasone diacetate), F[C@H]1C[C@H]2[C@@H]3CCC([C@@]3(C)CC=C2[C@]2(C=CC(C=C12)=O)C)=O (6α-fluoroandrost-1,4,9(11)-triene-3,17-dione), Steroid, 6α,9α-difluoro-11β,17α,21-trihydroxy-16β-methylpregna-1,4-diene-3,20-dione 17,21-diacetate, F[C@H]1C[C@H]2[C@@H]3CCC([C@@]3(C)C[C@@H]([C@@H]2[C@]2(C=CC(C=C12)=O)C)O)=O (6α-fluoro-11β-hydroxyandrosta-1,4-diene-3,17-dione). The product is F[C@H]1C[C@H]2[C@@H]3CC(C([C@@]3(C)CC=C2[C@]2(C=CC(C=C12)=O)C)=O)=C (6α-fluoro-16-methyleneandrosta-1,4,9(11)-triene-3,17-dione). As a reaction SMILES: [CH3:1][C@@H:2]1[C@:19]([O:27]C(C)=O)(C(COC(C)=O)=O)[C@:18]2([CH3:31])[C@H:4]([C@H:5]3[C@:15](F)([C@@H:16](O)[CH2:17]2)[C@:14]2([CH3:34])[C:8](=[CH:9][C:10]([CH:12]=[CH:13]2)=[O:11])[C@@H:7]([F:35])[CH2:6]3)[CH2:3]1.F[C@@H]1C2[C@](C)(C=CC(=O)C=2)[C@@H]2[C@H]([C@H]3[C@@](C[C@@H]2O)(C)C(=O)CC3)C1.F[C@@H]1C2[C@](C)(C=CC(=O)C=2)C2[C@H]([C@H]3[C@@](CC=2)(C)C(=O)CC3)C1>>[F:35][C@@H:7]1[C:8]2[C@:14]([CH3:34])([CH:13]=[CH:12][C:10](=[O:11])[CH:9]=2)[C:15]2[C@H:5]([C@H:4]3[C@@:18]([CH2:17][CH:16]=2)([CH3:31])[C:19](=[O:27])[C:2](=[CH2:1])[CH2:3]3)[CH2:6]1. Procedure details: Likewise diflorasone diacetate (6α,9α-difluoro-11β,17α,21-trihydroxy-16β-methylpregna-1,4-diene-3,20-dione 17,21-diacetate, U.S. Pat. No. 3,980,778) can be produced using the process of the present invention. First, 6α-fluoro-11β-hydroxyandrosta-1,4-diene-3,17-dione (U.S. Pat. No. 2,867,630) is dehydrated to 6α-fluoroandrost-1,4,9(11)-triene-3,17-dione by means well known to those skilled in the art, see Steroid Reactions, C. Djerassi, Holden-Day, San Francisco, 1963 p. 238 & 239. The 16-methyle...